From a dataset of the Open Reaction Database (ORD), a public repository of structured organic reaction records. describe an organic reaction: reactants, conditions, products, and yield Reactants: Cc1ccc(Br)nc1, C1CCC2=NCCCN2CC1, CCOC(C)=O, CS(C)=O, CC(C)(C)OC(=O)NC1CCNCC1. Product: Cc1ccc(N2CCC(NC(=O)OC(C)(C)C)CC2)nc1. RXN SMILES: [Br:1][c:2]1[n:3][cH:4][c:5]([CH3:8])[cH:6][cH:7]1.[CH2:23]1[CH2:24][CH2:25][C:26]2=[N:31][CH2:30][CH2:29][CH2:28][N:27]2[CH2:32][CH2:33]1.[CH3:34][CH2:35][O:36][C:37]([CH3:38])=[O:39].[CH3:40][S:41]([CH3:42])=[O:43].[NH:9]1[CH2:10][CH2:11][CH:12]([NH:15][C:16]([O:17][C:18]([CH3:19])([CH3:20])[CH3:21])=[O:22])[CH2:13][CH2:14]1>>[c:2]1([N:9]2[CH2:10][CH2:11][CH:12]([NH:15][C:16]([O:17][C:18]([CH3:19])([CH3:20])[CH3:21])=[O:22])[CH2:13][CH2:14]2)[n:3][cH:4][c:5]([CH3:8])[cH:6][cH:7]1. Reactants: [N+](=O)([O-])C(C)C (2-nitropropane), [Na] (sodium), BrC1=CC=2C(CCC(C2C=C1CBr)(C)C)(C)C (2-bromo-3-bromomethyl-5,5,8,8-tetramethyl-5,6,7,8-tetrahydronaphthalene). The solvent is C(C)O (ethanol), C(C)O (ethanol). Reaction conditions: time 8 hour. Yields the product BrC=1C(=CC=2C(CCC(C2C1)(C)C)(C)C)C=O (3-bromo-5,5,8,8-tetramethyl-5,6,7,8-tetrahydro-2-naphthaldehyde). Isolated yield 60.5%. As a reaction SMILES: [Na].[N+](C(C)C)([O-])=[O:3].[Br:8][C:9]1[C:18]([CH2:19]Br)=[CH:17][C:16]2[C:15]([CH3:22])([CH3:21])[CH2:14][CH2:13][C:12]([CH3:24])([CH3:23])[C:11]=2[CH:10]=1>C(O)C>[Br:8][C:9]1[C:18]([CH:19]=[O:3])=[CH:17][C:16]2[C:15]([CH3:22])([CH3:21])[CH2:14][CH2:13][C:12]([CH3:24])([CH3:23])[C:11]=2[CH:10]=1 |^1:0|. Procedure: 0.981 g (42.7 mmol) of sodium was dissolved in 50 mL of ethanol. To this solution was added 4.94 g (55.5 mmol) of 2-nitropropane followed by 17.3 g (42.7 mmol) of crude 2-bromo-3-bromomethyl-5,5,8,8-tetramethyl-5,6,7,8-tetrahydronaphthalene in 75 mL ethanol. After 8 hours, this mixture was concentrated in vacuo and then partitioned between ethyl acetate and water. The organic layer was sequentially washed with 1M aqueous sodium hydroxide, water, brine, dried over anhydrous sodium sulfate and con... The reactants are BrC=1C=C2CCC=C(C2=CC1)N1C=NC=C1 (6-Bromo-1-(1-imidazolyl)-3,4-dihydronaphthalene), C(#N)[Cu] (CuCN). Solvent: CN1C(CCC1)=O (1-methylpyrrolidone). The product is C(#N)C=1C=C2CCC=C(C2=CC1)N1C=NC=C1 (6-Cyano-1-(1-imidazolyl)-3,4-dihydronaphthalene). RXN SMILES: Br[C:2]1[CH:3]=[C:4]2[C:9](=[CH:10][CH:11]=1)[C:8]([N:12]1[CH:16]=[CH:15][N:14]=[CH:13]1)=[CH:7][CH2:6][CH2:5]2.[C:17]([Cu])#[N:18]>CN1CCCC1=O>[C:17]([C:2]1[CH:3]=[C:4]2[C:9](=[CH:10][CH:11]=1)[C:8]([N:12]1[CH:16]=[CH:15][N:14]=[CH:13]1)=[CH:7][CH2:6][CH2:5]2)#[N:18]. Reported procedure: 6-bromo-1-(1-imidazolyl)-3,4-dihydronaphthalene (Example 6) is converted by reaction with CuCN in 1-methylpyrrolidone into the title compound, m.p. 152°-153°. Starting materials: C(C)(C)(C)C1=CC(=C(C=C1)C=1N([C@]([C@](N1)(C)C1=CC=C(C=C1)Cl)(C)C1=CC=C(C=C1)Cl)C(=O)Cl)OCC ((4S,5R)-2-(4-tert-butyl-2-ethoxy-phenyl)-4,5-bis-(4-chloro-phenyl)-4,5-dimethyl-4,5-dihydro-imidazole-1-carbonyl chloride), N1CCNCC1 (piperazine). RXN SMILES: [C:1]([C:5]1[CH:10]=[CH:9][C:8]([C:11]2[N:12]([C:32](Cl)=[O:33])[C@@:13]([C:25]3[CH:30]=[CH:29][C:28]([Cl:31])=[CH:27][CH:26]=3)([CH3:24])[C@@:14]([C:17]3[CH:22]=[CH:21][C:20]([Cl:23])=[CH:19][CH:18]=3)([CH3:16])[N:15]=2)=[C:7]([O:35][CH2:36][CH3:37])[CH:6]=1)([CH3:4])([CH3:3])[CH3:2].[NH:38]1[CH2:43][CH2:42][NH:41][CH2:40][CH2:39]1>>[C:1]([C:5]1[CH:10]=[CH:9][C:8]([C:11]2[N:12]([C:32]([N:38]3[CH2:43][CH2:42][NH:41][CH2:40][CH2:39]3)=[O:33])[C@@:13]([C:25]3[CH:30]=[CH:29][C:28]([Cl:31])=[CH:27][CH:26]=3)([CH3:24])[C@@:14]([C:17]3[CH:22]=[CH:21][C:20]([Cl:23])=[CH:19][CH:18]=3)([CH3:16])[N:15]=2)=[C:7]([O:35][CH2:36][CH3:37])[CH:6]=1)([CH3:2])([CH3:3])[CH3:4]. Yields the product C(C)(C)(C)C1=CC(=C(C=C1)C=1N([C@]([C@](N1)(C)C1=CC=C(C=C1)Cl)(C)C1=CC=C(C=C1)Cl)C(=O)N1CCNCC1)OCC ([(4S,5R)-2-(4-tert-Butyl-2-ethoxy-phenyl)-4,5-bis-(4-chloro-phenyl)-4,5-dimethyl-4,5-dihydro-imidazol-1-yl]-piperazin-1-yl-methanone). Procedure details: In a manner analogous to the method described in example 5, (4S,5R)-2-(4-tert-butyl-2-ethoxy-phenyl)-4,5-bis-(4-chloro-phenyl)-4,5-dimethyl-4,5-dihydro-imidazole-1-carbonyl chloride (example 4) was reacted with piperazine (Aldrich) to give the title compound. HR-MS (ES, m/z) calculated for C34H41N4O2Cl2 [(M+H)+] 607.2601, observed 607.2603. Starting materials: C(=O)C1N(CC2CC2C1)C(=O)OC(C)(C)C (tert-butyl 4-formyl-3-azabicyclo[4.1.0]heptane-3-carboxylate), NaH2PO4.2H2O, CC(C)=CC (2-methyl-2-butene), [O-]Cl=O.[Na+] (NaClO2). The solvent is CC(=O)C.O (acetone water). Run at time 8 hour. Yields the product C(C)(C)(C)OC(=O)N1CC2CC2CC1C(=O)O (3-(tert-butoxycarbonyl)-3-azabicyclo[4.1.0]heptane-4-carboxylic acid). Isolated yield 75.9%. RXN SMILES: [CH:1]([CH:3]1[CH2:9][CH:8]2[CH:6]([CH2:7]2)[CH2:5][N:4]1[C:10]([O:12][C:13]([CH3:16])([CH3:15])[CH3:14])=[O:11])=[O:2].CC(=CC)C.[O-:22]Cl=O.[Na+]>CC(C)=O.O>[C:13]([O:12][C:10]([N:4]1[CH:3]([C:1]([OH:22])=[O:2])[CH2:9][CH:8]2[CH:6]([CH2:7]2)[CH2:5]1)=[O:11])([CH3:16])([CH3:15])[CH3:14] |f:2.3,4.5|. Procedure: To a mixture of tert-butyl 4-formyl-3-azabicyclo[4.1.0]heptane-3-carboxylate (D16) (615 mg, 2.73 mmol) in acetone/water (30/20 ml) NaH2PO4.2H2O (426 mg, 2.73 mmol), 2-methyl-2-butene (1.3 ml, 12.28 mmol) and NaClO2 (864 mg, 9.55 mmol) were added and the reaction mixture was stirred at RT overnight. Solvents were evaporated in vacuo and the remaining residue was taken up into EtOAc (10 ml) and water (10 ml). Phases were separated and the aqueous layer was extracted with EtOAc (2×10 ml). The combi... Starting materials: CC(C(=O)O)N(CC1CC1)c1ccc(C#N)c(C(F)(F)F)c1, Nc1ccccc1. Product: CC(C(=O)Nc1ccccc1)N(CC1CC1)c1ccc(C#N)c(C(F)(F)F)c1. As a reaction SMILES: [C:1](#[N:2])[c:3]1[c:4]([C:19]([F:20])([F:21])[F:22])[cH:5][c:6]([N:9]([CH:10]([CH3:11])[C:12](=[O:13])[OH:14])[CH2:15][CH:16]2[CH2:17][CH2:18]2)[cH:7][cH:8]1.[NH2:23][c:24]1[cH:25][cH:26][cH:27][cH:28][cH:29]1>>[C:1](#[N:2])[c:3]1[c:4]([C:19]([F:20])([F:21])[F:22])[cH:5][c:6]([N:9]([CH:10]([CH3:11])[C:12](=[O:14])[NH:23][c:24]2[cH:25][cH:26][cH:27][cH:28][cH:29]2)[CH2:15][CH:16]2[CH2:17][CH2:18]2)[cH:7][cH:8]1.